Dataset: the Open Reaction Database (ORD), a public repository of structured organic reaction records. Task: describe an organic reaction: reactants, conditions, products, and yield Reactants: ClC1=CC=CC=2SC(=CC21)C(C=C(C(F)(F)F)C2=CC(=CC(=C2)Cl)Cl)=O (1-(4-chlorobenzo[b]thiophen-2-yl)-3-(3,5-dichlorophenyl)-4,4,4-trifluorobut-2-en-1-one), [OH-].[Na+] (NaOH), NO.Cl (NH2OH—HCl). The yield is 27.8%. Product: ClC1=CC=CC=2SC(=CC21)C2=NOC(C2)(C(F)(F)F)C2=CC(=CC(=C2)Cl)Cl (3-(4-chlorobenzo[b]thiophen-2-yl)-5-(3,5-dichlorophenyl)-5-(trifluoromethyl)-4,5-dihydroisoxazole). As a reaction SMILES: [Cl:1][C:2]1[C:10]2[CH:9]=[C:8]([C:11](=O)[CH:12]=[C:13]([C:18]3[CH:23]=[C:22]([Cl:24])[CH:21]=[C:20]([Cl:25])[CH:19]=3)[C:14]([F:17])([F:16])[F:15])[S:7][C:6]=2[CH:5]=[CH:4][CH:3]=1.[OH-:27].[Na+].[NH2:29]O.Cl>CO.O>[Cl:1][C:2]1[C:10]2[CH:9]=[C:8]([C:11]3[CH2:12][C:13]([C:18]4[CH:23]=[C:22]([Cl:24])[CH:21]=[C:20]([Cl:25])[CH:19]=4)([C:14]([F:17])([F:16])[F:15])[O:27][N:29]=3)[S:7][C:6]=2[CH:5]=[CH:4][CH:3]=1 |f:1.2,3.4|. The solvent is CO (MeOH), O (water). Procedure: Stir a mixture of 1-(4-chlorobenzo[b]thiophen-2-yl)-3-(3,5-dichlorophenyl)-4,4,4-trifluorobut-2-en-1-one (1.05 g, crude, 2.43 mmol), NaOH (389 mg, 9.72 mmol) and NH2OH—HCl (335 mg, 4.8 mmol) in MeOH (8 mL) and water (8 mL) at ambient temperature for 4 hours. After removal of solvent under vacuum, dilute the residue with ice water (20 mL). Extract the aqueous mixture with EtOAc (15 mL×3). The combined organic layers are washed with brine, dried over anhydrous Na2SO4 and concentrated under vacuum.... Starting materials: [H-], [Na+], CN(C)C=O, C1CCOC1, Cc1cc(C)c(S(=O)(=O)Cl)c(C)c1, O=C(O)c1n[nH]c2ccccc12. Yields the product Cc1cc(C)c(S(=O)(=O)n2nc(C(=O)O)c3ccccc32)c(C)c1. Reaction SMILES: [H-:2].[Na+:1].[O:28]=[CH:29][N:30]([CH3:31])[CH3:32].[O:33]1[CH2:34][CH2:35][CH2:36][CH2:37]1.[c:15]1([CH3:27])[c:16]([S:23](=[O:24])(=[O:25])[Cl:26])[c:17]([CH3:22])[cH:18][c:19]([CH3:21])[cH:20]1.[nH:3]1[n:4][c:5]([C:12](=[O:13])[OH:14])[c:6]2[cH:7][cH:8][cH:9][cH:10][c:11]12>>[n:3]1([S:23]([c:16]2[c:15]([CH3:27])[cH:20][c:19]([CH3:21])[cH:18][c:17]2[CH3:22])(=[O:24])=[O:25])[n:4][c:5]([C:12](=[O:13])[OH:14])[c:6]2[cH:7][cH:8][cH:9][cH:10][c:11]12. The reactants are C(C)OP(OCC)(=O)C1CCC=2C=3N1C(C(NC3C=C(C2)C(F)(F)F)=O)=O (9-trifluoromethyl-2,3-dioxo-1,2,3,5,6,7-hexahydro-pyrido[1,2,3-de]quinoxaline-5-phosphonic acid diethyl ester), F[B-](F)(F)F.O=[N+]=O (nitronium tetrafluoroborate). Run in ClCCl (dichloromethane). Reaction conditions: time 15 hour. Product: C(C)OP(OCC)(=O)C1CCC=2C=3N1C(C(NC3C=C(C2[N+](=O)[O-])C(F)(F)F)=O)=O (8-nitro-9-trifluoromethyl-2,3-dioxo-1,2,3,5,6,7-hexahydro-pyrido[1,2,3-de]quinoxaline-5-phosphonic acid diethyl ester). The yield is 52.1%. As a reaction SMILES: [CH2:1]([O:3][P:4]([CH:9]1[N:14]2[C:15](=[O:27])[C:16](=[O:26])[NH:17][C:18]3[CH:19]=[C:20]([C:22]([F:25])([F:24])[F:23])[CH:21]=[C:12]([C:13]=32)[CH2:11][CH2:10]1)(=[O:8])[O:5][CH2:6][CH3:7])[CH3:2].F[B-](F)(F)F.[O:33]=[N+:34]=[O:35]>ClCCl>[CH2:6]([O:5][P:4]([CH:9]1[N:14]2[C:15](=[O:27])[C:16](=[O:26])[NH:17][C:18]3[CH:19]=[C:20]([C:22]([F:25])([F:24])[F:23])[C:21]([N+:34]([O-:35])=[O:33])=[C:12]([C:13]=32)[CH2:11][CH2:10]1)(=[O:8])[O:3][CH2:1][CH3:2])[CH3:7] |f:1.2|. Procedure details: 812 mg of 9-trifluoromethyl-2,3-dioxo-1,2,3,5,6,7-hexahydro-pyrido[1,2,3-de]quinoxaline-5-phosphonic acid diethyl ester is dissolved in 15 ml of dichloromethane and mixed with 531 mg of nitronium tetrafluoroborate at room temperature. It is stirred for 15 hours and concentrated by evaporation. The residue is taken up in ethyl acetate and washed with 5% sodium bicarbonate solution. After column chromatography, 470 mg of 8-nitro-9-trifluoromethyl-2,3-dioxo-1,2,3,5,6,7-hexahydro-pyrido[1,2,3-de]qui... Reactants: CC(C)=O, CC(C)OP(=O)(COC1(COC(c2ccccc2)(c2ccccc2)c2ccccc2)CC1)OC(C)C, O=C(O)C(F)(F)F, [Na+], [OH-], O. The product is CC(C)OP(=O)(COC1(CO)CC1)OC(C)C. Reaction SMILES: [CH3:47][C:48](=[O:49])[CH3:50].[CH:11]([CH3:12])([CH3:13])[O:14][P:15]([O:16][CH:17]([CH3:18])[CH3:19])(=[O:20])[CH2:21][O:22][C:23]1([CH2:26][O:27][C:28]([c:29]2[cH:30][cH:31][cH:32][cH:33][cH:34]2)([c:35]2[cH:36][cH:37][cH:38][cH:39][cH:40]2)[c:41]2[cH:42][cH:43][cH:44][cH:45][cH:46]2)[CH2:24][CH2:25]1.[F:2][C:3]([F:4])([F:5])[C:6]([OH:7])=[O:8].[Na+:10].[OH-:9].[OH2:1]>>[CH:11]([CH3:12])([CH3:13])[O:14][P:15]([O:16][CH:17]([CH3:18])[CH3:19])(=[O:20])[CH2:21][O:22][C:23]1([CH2:26][OH:27])[CH2:24][CH2:25]1. Procedure details: The reaction and aftertreatment were conducted in the same manner as in Example 1a by using N-(2,4-dimethoxybenzyl)-2,4,5-trifluoro-N-(1,2,4-thiadiazol-5-yl)benzenesulfonamide (WO 2010/079443; 126 mg, 0.283 mmol), (1R,2S)-2-phenylcyclohexanol (50.0 mg, 0.284 mmol), sodium hydride (63%; 21.6 mg, 0.567 mol) and DMSO (2.0 mL), to yield the title compound (53.6 mg, 31%) as a colorless oil. Run in CS(=O)C (DMSO). Isolated yield 31.5%. RXN SMILES: [CH3:1][O:2][C:3]1[CH:27]=[C:26]([O:28][CH3:29])[CH:25]=[CH:24][C:4]=1[CH2:5][N:6]([C:19]1[S:23][N:22]=[CH:21][N:20]=1)[S:7]([C:10]1[CH:15]=[C:14]([F:16])[C:13](F)=[CH:12][C:11]=1[F:18])(=[O:9])=[O:8].[C:30]1([C@@H:36]2[CH2:41][CH2:40][CH2:39][CH2:38][C@H:37]2[OH:42])[CH:35]=[CH:34][CH:33]=[CH:32][CH:31]=1.[H-].[Na+]>CS(C)=O>[CH3:1][O:2][C:3]1[CH:27]=[C:26]([O:28][CH3:29])[CH:25]=[CH:24][C:4]=1[CH2:5][N:6]([C:19]1[S:23][N:22]=[CH:21][N:20]=1)[S:7]([C:10]1[CH:15]=[C:14]([F:16])[C:13]([O:42][C@@H:37]2[CH2:38][CH2:39][CH2:40][CH2:41][C@H:36]2[C:30]2[CH:31]=[CH:32][CH:33]=[CH:34][CH:35]=2)=[CH:12][C:11]=1[F:18])(=[O:8])=[O:9] |f:2.3|. Starting materials: COC1=C(CN(S(=O)(=O)C2=C(C=C(C(=C2)F)F)F)C2=NC=NS2)C=CC(=C1)OC (N-(2,4-dimethoxybenzyl)-2,4,5-trifluoro-N-(1,2,4-thiadiazol-5-yl)benzenesulfonamide), C1(=CC=CC=C1)[C@H]1[C@@H](CCCC1)O ((1R,2S)-2-phenylcyclohexanol), [H-].[Na+] (sodium hydride). The product is COC1=C(CN(S(=O)(=O)C2=C(C=C(C(=C2)F)O[C@H]2[C@@H](CCCC2)C2=CC=CC=C2)F)C2=NC=NS2)C=CC(=C1)OC (N-(2,4-dimethoxybenzyl)-2,5-difluoro-4-{[(1R,2S)-2-phenylcyclohexyl]oxy}-N-(1,2,4-thiadiazol-5-yl)benzenesulfonamide). The reactants are Br, O=C([O-])O, COc1cc(N2CCCCC2)c(Cl)cc1CC(=O)O, [Na+], O. Product: O=C(O)Cc1cc(Cl)c(N2CCCCC2)cc1O. RXN SMILES: [BrH:20].[C:21](=[O:22])([OH:23])[O-:24].[Cl:1][c:2]1[c:3]([N:14]2[CH2:15][CH2:16][CH2:17][CH2:18][CH2:19]2)[cH:4][c:5]([O:12][CH3:13])[c:6]([CH2:8][C:9](=[O:10])[OH:11])[cH:7]1.[Na+:25].[OH2:26]>>[Cl:1][c:2]1[c:3]([N:14]2[CH2:15][CH2:16][CH2:17][CH2:18][CH2:19]2)[cH:4][c:5]([OH:12])[c:6]([CH2:8][C:9](=[O:10])[OH:11])[cH:7]1.